From a dataset of the Open Reaction Database (ORD), a public repository of structured organic reaction records. describe an organic reaction: reactants, conditions, products, and yield Solvent: C(C)OCC (diethyl ether). Procedure details: The product of step A was subjected to Boc-deprotection with 2 M HCl in diethyl ether following the procedure of Example 28, step B. The crude material was purified by flash column chromatography (SiO2, 90:9.9:0.1 dichloromethane/methanol/ammonium hydroxide). The free base was treated with 1.25 M HCl in methanol (1 mL) and the solution concentrated in vacuo to give 2-(3-trifluoromethoxyphenyl)sulfonyl-5-methyl-5,6,7,8,9,10-hexahydro-7,10-epiminocyclohepta[b]indole hydrochloride (30 mg, 34%, AUC ... Reaction SMILES: [F:1][C:2]([F:37])([F:36])[O:3][C:4]1[CH:5]=[C:6]([S:10]([C:13]2[CH:21]=[CH:20][C:19]3[N:18]([CH3:22])[C:17]4[CH2:23][CH:24]5[NH:28][CH:27]([C:16]=4[C:15]=3[C:14]=2C(OC(C)(C)C)=O)[CH2:26][CH2:25]5)(=[O:12])=[O:11])[CH:7]=[CH:8][CH:9]=1.[ClH:38]>C(OCC)C>[ClH:38].[F:37][C:2]([F:1])([F:36])[O:3][C:4]1[CH:5]=[C:6]([S:10]([C:13]2[CH:14]=[C:15]3[C:19](=[CH:20][CH:21]=2)[N:18]([CH3:22])[C:17]2[CH2:23][CH:24]4[NH:28][CH:27]([C:16]3=2)[CH2:26][CH2:25]4)(=[O:12])=[O:11])[CH:7]=[CH:8][CH:9]=1 |f:3.4|. The reactants are FC(OC=1C=C(C=CC1)S(=O)(=O)C1=C(C=2C3=C(N(C2C=C1)C)CC1CCC3N1)C(=O)OC(C)(C)C)(F)F (tert-butyl 2-(3-trifluoromethoxyphenyl)sulfonyl-5-methyl-5,6,7,8,9,10-hexahydro-7,10-epiminocyclohepta[b]indole-carboxylate), Cl (HCl). Product: Cl.FC(OC=1C=C(C=CC1)S(=O)(=O)C=1C=C2C3=C(N(C2=CC1)C)CC1CCC3N1)(F)F (2-(3-trifluoromethoxyphenyl)sulfonyl-5-methyl-5,6,7,8,9,10-hexahydro-7,10-epiminocyclohepta[b]indole hydrochloride).